Dataset: the Open Reaction Database (ORD), a public repository of structured organic reaction records. Task: describe an organic reaction: reactants, conditions, products, and yield Starting materials: N-acetyl, C(C)(=O)N1[C@@H]([C@H]([C@@H](C=2C=CN3C(C12)=NC(=C3C)C)O)O)C3=CC=CC=C3 ((7R,8R,9R)-10-acetyl-7,8-dihydroxy-2,3-dimethyl-9-phenyl-7,8,9,10-tetrahydroimidazo[1,2-h][1,7]naphthyridine), C([O-])([O-])=O.[K+].[K+] (potassium carbonate). The solvent is NCCO (2-aminoethanol). Product: O[C@H]1[C@@H]([C@H](NC=2C=3N(C=CC12)C(=C(N3)C)C)C3=CC=CC=C3)O ((7R,8R,9R)-7,8-Dihydroxy-2,3-dimethyl-9-phenyl-7,8,9,10-tetrahydroimidazo[1,2-h][1,7]-naphthyridine). Reaction SMILES: C([N:4]1[C:13]2[C:12]3=[N:14][C:15]([CH3:18])=[C:16]([CH3:17])[N:11]3[CH:10]=[CH:9][C:8]=2[C@@H:7]([OH:19])[C@H:6]([OH:20])[C@H:5]1[C:21]1[CH:26]=[CH:25][CH:24]=[CH:23][CH:22]=1)(=O)C.C(=O)([O-])[O-].[K+].[K+]>NCCO>[OH:19][C@@H:7]1[C:8]2[CH:9]=[CH:10][N:11]3[C:16]([CH3:17])=[C:15]([CH3:18])[N:14]=[C:12]3[C:13]=2[NH:4][C@H:5]([C:21]2[CH:22]=[CH:23][CH:24]=[CH:25][CH:26]=2)[C@H:6]1[OH:20] |f:1.2.3|. Procedure details: The N-acetyl protecting group is detached from the compound (7R,8R,9R)-10-acetyl-7,8-dihydroxy-2,3-dimethyl-9-phenyl-7,8,9,10-tetrahydroimidazo[1,2-h][1,7]naphthyridine by heating with potassium carbonate in 2-aminoethanol (temp. 70-100° C.). After extractive workup and crystallization, the title compound is obtained as a colourless solid of m.p. 206-209° C. Starting materials: CN1C=C(C2=CC(=CC=C12)S(=O)(=O)C1=CC=CC=C1)CCN (2-[1-methyl-5-(phenylsulfonyl)-1H-indol-3-yl]ethanamine), FC=1C=C(C=C(C1)F)S(=O)(=O)C=1C=C2C(=C(N(C2=CC1)C)C)CCNC (2-{5-[(3,5-difluorophenyl)sulfonyl]-1,2-dimethyl-1H-indol-3-yl}-N-methylethanamine), [18FH] (Fluorine-18), FC=1C=C(C=C(C1)F)S(=O)(=O)C=1C=C2C(=C(N(C2=CC1)C)C)CCN (2-{5-[(3,5-difluorophenyl)sulfonyl]-1,2-dimethyl-1H-indol-3-yl}ethanamine), [13NH3] (Nitrogen-13), [15OH2] (Oxygen-15), [11CH4] (Carbon-11), CN1C(=C(C2=CC(=CC=C12)S(=O)(=O)C1=CC=CC=C1)CCNC)C (2-[1,2-dimethyl-5-(phenylsulfonyl)-1H-indol-3-yl]-N-methylethanamine), CN1C(=C(C2=CC(=CC=C12)S(=O)(=O)C1=CC=CC=C1)CCN)C (2-[1,2-dimethyl-5-(phenylsulfonyl)-1H-indol-3-yl]ethanamine), CC=1NC2=CC=C(C=C2C1CCN)S(=O)(=O)C1=CC=CC2=CC=CC=C12 (2-[2-methyl-5-(1-naphthylsulfonyl)-1H-indol-3-yl]ethanamine). Product: CN1C(=C(C2=CC(=CC=C12)S(=O)(=O)C1=CC=CC2=CC=CC=C12)CCN)C (2-[1,2-dimethyl-5-(1-naphthylsulfonyl)-1H-indol-3-yl]ethanamine). Reaction SMILES: CN1C2[C:5](=[CH:6]C(S(C3C=CC=CC=3)(=O)=O)=CC=2)[C:4](CCN)=[CH:3]1.[CH3:23][N:24]1[C:32]2[C:27](=[CH:28][C:29]([S:33]([C:36]3[CH:41]=[CH:40][CH:39]=[CH:38][CH:37]=3)(=[O:35])=[O:34])=[CH:30][CH:31]=2)[C:26]([CH2:42][CH2:43][NH:44]C)=[C:25]1[CH3:46].CN1C2C(=CC(S(C3C=CC=CC=3)(=O)=O)=CC=2)C(CCN)=C1C.FC1C=C(S(C2C=C3C(=CC=2)N(C)C(C)=C3CCN)(=O)=O)C=C(F)C=1.FC1C=C(S(C2C=C3C(=CC=2)N(C)C(C)=C3CCNC)(=O)=O)C=C(F)C=1.CC1NC2C(C=1CCN)=CC(S(C1C3C(=CC=CC=3)C=CC=1)(=O)=O)=CC=2.[11CH4].[13NH3].[15OH2].[18FH]>>[CH3:23][N:24]1[C:32]2[C:27](=[CH:28][C:29]([S:33]([C:36]3[C:41]4[C:40](=[CH:3][CH:4]=[CH:5][CH:6]=4)[CH:39]=[CH:38][CH:37]=3)(=[O:35])=[O:34])=[CH:30][CH:31]=2)[C:26]([CH2:42][CH2:43][NH2:44])=[C:25]1[CH3:46]. Procedure details: The compounds of formula I also can include isotopic labels. For example the compounds 2-[1-methyl-5-(phenylsulfonyl)-1H-indol-3-yl]ethanamine; 2-[1,2-dimethyl-5-(phenylsulfonyl)-1H-indol-3-yl]-N-methylethanamine; 2-[1,2-dimethyl-5-(phenylsulfonyl)-1H-indol-3-yl]ethanamine; 2-{5-[(3,5-difluorophenyl)sulfonyl]-1,2-dimethyl-1H-indol-3-yl}ethanamine; 2-{5-[(3,5-difluorophenyl)sulfonyl]-1,2-dimethyl-1H-indol-3-yl}-N-methylethanamine; 2-[2-methyl-5-(1-naphthylsulfonyl)-1H-indol-3-yl]ethanamine; and p...